Task: describe an organic reaction: reactants, conditions, products, and yield. Dataset: the Open Reaction Database (ORD), a public repository of structured organic reaction records Reactants: FC1=CC=2C(=NC=3N(C=C(C(C3C2)=O)C(=O)O)C)C=C1F (7,8-difluoro-1-methyl-4-oxo-1,4-dihydrobenzo[b][1,8]naphthyridine-3-carboxylic acid), OCCOC1=CC=C(C=C1)C1NCCNC1 ((RS)-2-[4-(2-hydroxyethoxy)phenyl]-piperazine), O (water). Solvent: CS(=O)C (dimethyl sulphoxide). Run at temperature 100 celsius, time 2 hour. Product: FC1=CC=2C(=NC=3N(C=C(C(C3C2)=O)C(=O)O)C)C=C1N1CC(NCC1)C1=CC=C(C=C1)OCCO ((RS)-7-fluoro-8-{3-[4-(2-hydroxyethoxy)phenyl]-1-piperazinyl}-1-methyl-4-oxo-1,4-dihydrobenzo[b][1,8]naphthyridine-3-carboxylic acid). Isolated yield 69.7%. RXN SMILES: [F:1][C:2]1[C:20](F)=[CH:19][C:5]2=[N:6][C:7]3[N:8]([CH3:18])[CH:9]=[C:10]([C:15]([OH:17])=[O:16])[C:11](=[O:14])[C:12]=3[CH:13]=[C:4]2[CH:3]=1.[OH:22][CH2:23][CH2:24][O:25][C:26]1[CH:31]=[CH:30][C:29]([CH:32]2[CH2:37][NH:36][CH2:35][CH2:34][NH:33]2)=[CH:28][CH:27]=1.O>CS(C)=O>[F:1][C:2]1[C:20]([N:36]2[CH2:35][CH2:34][NH:33][CH:32]([C:29]3[CH:28]=[CH:27][C:26]([O:25][CH2:24][CH2:23][OH:22])=[CH:31][CH:30]=3)[CH2:37]2)=[CH:19][C:5]2=[N:6][C:7]3[N:8]([CH3:18])[CH:9]=[C:10]([C:15]([OH:17])=[O:16])[C:11](=[O:14])[C:12]=3[CH:13]=[C:4]2[CH:3]=1. Procedure: A suspension of 7,8-difluoro-1-methyl-4-oxo-1,4-dihydrobenzo[b][1,8]naphthyridine-3-carboxylic acid (1.015 g) and (RS)-2-[4-(2-hydroxyethoxy)phenyl]-piperazine (1.7 g) in dimethyl sulphoxide (15 cc) is heated with stirring to a temperature in the region of 100° C. for 2 hours and a half. After cooling to approximately 20° C., the suspension is treated with water (30 cc), drained and washed with water (3×10 cc). After one recrystallization in dimethylformamide (15 cc), (RS)-7-fluoro-8-{3-[4-(2-hy... Starting materials: BrCCc1ccccc1, CN(C(=O)C12CC3CC(CC(C3)C1)C2)C1CCNC1. Yields the product CN(C(=O)C12CC3CC(CC(C3)C1)C2)C1CCN(CCc2ccccc2)C1. Reaction SMILES: [Br:20][CH2:21][CH2:22][c:23]1[cH:24][cH:25][cH:26][cH:27][cH:28]1.[CH3:1][N:2]([C:3](=[O:4])[C:5]12[CH2:6][CH:7]3[CH2:8][CH:9]([CH2:10][CH:11]([CH2:12]1)[CH2:13]3)[CH2:14]2)[CH:15]1[CH2:16][NH:17][CH2:18][CH2:19]1>>[CH3:1][N:2]([C:3](=[O:4])[C:5]12[CH2:6][CH:7]3[CH2:8][CH:9]([CH2:10][CH:11]([CH2:12]1)[CH2:13]3)[CH2:14]2)[CH:15]1[CH2:16][N:17]([CH2:21][CH2:22][c:23]2[cH:24][cH:25][cH:26][cH:27][cH:28]2)[CH2:18][CH2:19]1. The reactants are CS(=O)(=O)Cl (Methanesulfonyl chloride), FC(OC1=C(C2=CC=CC=C2C=C1)CO)F ((2-(difluoromethoxy)naphthalen-1-yl)methanol), TEA. Run in C(Cl)Cl (CH2Cl2), C(Cl)Cl (CH2Cl2). Yields the product CS(=O)(=O)OCC1=C(C=CC2=CC=CC=C12)OC(F)F ((2-(difluoromethoxy)naphthalen-1-yl)methyl methanesulfonate). The yield is 65.4%. Reaction SMILES: [CH3:1][S:2](Cl)(=[O:4])=[O:3].[F:6][CH:7]([F:21])[O:8][C:9]1[CH:18]=[CH:17][C:16]2[C:11](=[CH:12][CH:13]=[CH:14][CH:15]=2)[C:10]=1[CH2:19][OH:20]>C(Cl)Cl>[CH3:1][S:2]([O:20][CH2:19][C:10]1[C:11]2[C:16](=[CH:15][CH:14]=[CH:13][CH:12]=2)[CH:17]=[CH:18][C:9]=1[O:8][CH:7]([F:21])[F:6])(=[O:4])=[O:3]. Reported procedure: Methanesulfonyl chloride (160 μL, 2.07 mmol) was added to a mixture of (2-(difluoromethoxy)naphthalen-1-yl)methanol (387 mg, 1.73 mmol) in CH2Cl2 (8.63 mL) and TEA (505 μL, 3.62 mmol). After 20 h the mixture was diluted with CH2Cl2, washed with H2O, brine, dried over Na2SO4, filtered and the filtrate was concentrated to provide (2-(difluoromethoxy)naphthalen-1-yl)methyl methanesulfonate (342 mg) as a brown oil that was used without further purification. Run in C1(=CC=CC=C1)C (toluene). RXN SMILES: C[O:2][C:3](=O)[C:4]([Cl:8])=[C:5](Cl)[Cl:6].[CH3:10][NH:11][NH2:12].C(=O)([O-])[O-].[K+].[K+].Cl>C1(C)C=CC=CC=1>[Cl:8][C:4]1[C:3]([OH:2])=[N:12][N:11]([CH3:10])[C:5]=1[Cl:6] |f:2.3.4|. The product is ClC=1C(=NN(C1Cl)C)O (4,5-Dichloro-3-hydroxy-1-methylpyrazole). Reported procedure: A mixture of 74 gms (0.391 mol) methyl-2,3,3-trichloroacrylate, 18 gms (21 ml) methyl hydrazine and 54 gms (0.391 mol) potassium carbonate in 500 ml toluene was stirred at room temperature for one day, and then heated to reflux for one day. An additional 5 gms methyl hydrazine was then added and the reaction mixture was stirred an additional day at reflux. The reaction mixture was then acidified with dilute hydrochloric acid. At this point, there was a large amount of solid which did not dissolv... Reaction conditions: time 1 day. Yield: 93.3%. Starting materials: CNN (methyl hydrazine), COC(C(=C(Cl)Cl)Cl)=O (methyl-2,3,3-trichloroacrylate), CNN (methyl hydrazine), C([O-])([O-])=O.[K+].[K+] (potassium carbonate), Cl (hydrochloric acid). The reactants are FC=1C=CC(=C(C1)N1C=NC(=C1)C)[N+](=O)[O-] (1-(5-Fluoro-2-nitrophenyl)-4-methyl-1H-imidazole), C(=O)[O-].[NH4+] (ammonium formate). The reagents and catalysts are [Pd] (Pd/C). Yields the product FC1=CC(=C(N)C=C1)N1C=NC(=C1)C (4-Fluoro-2-(4-methyl-1H-imidazol-1-yl)aniline). The yield is 104.9%. As a reaction SMILES: [F:1][C:2]1[CH:3]=[CH:4][C:5]([N+:14]([O-])=O)=[C:6]([N:8]2[CH:12]=[C:11]([CH3:13])[N:10]=[CH:9]2)[CH:7]=1.C([O-])=O.[NH4+]>[Pd]>[F:1][C:2]1[CH:3]=[CH:4][C:5]([NH2:14])=[C:6]([N:8]2[CH:12]=[C:11]([CH3:13])[N:10]=[CH:9]2)[CH:7]=1 |f:1.2|. Procedure: Reaction of intermediate 1A (20.2 g, 91.4 mmol), 10% Pd/C (5.0 g, 4.57 mmol), and ammonium formate (34.7 g, 502.7 mmol) provided the product 2A as an off-white solid (18.34 g, 99% yield). EIMS 192.0 [M+H]+. Reactants: Cl.C1(=CC=CC=C1)C1(CC[C@@]([C@@H]2CNC[C@H]12)(O)C1=C(C=CC=C1)OC)C1=CC=CC=C1 ((3aS,4S,7aS)-7,7-diphenyl-4-(2-methoxyphenyl)perhydroisoindol-4-ol hydrochloride), COC1=C(C=CC=C1)CC(=O)O ((2-methoxyphenyl)acetic acid). Product: C1(=CC=CC=C1)C1(CC[C@@]([C@@H]2CN(C[C@H]12)C(CC1=C(C=CC=C1)OC)=O)(O)C1=C(C=CC=C1)OC)C1=CC=CC=C1 ((3aS,4S,7aS)-7,7-diphenyl-4-(2-methoxyphenyl)-2-[(2-methoxyphenyl)acetyl]perhydroisoindol-4-ol). The yield is 44.1%. RXN SMILES: Cl.[C:2]1([C:8]2([C:26]3[CH:31]=[CH:30][CH:29]=[CH:28][CH:27]=3)[C@@H:16]3[C@@H:12]([CH2:13][NH:14][CH2:15]3)[C@@:11]([C:18]3[CH:23]=[CH:22][CH:21]=[CH:20][C:19]=3[O:24][CH3:25])([OH:17])[CH2:10][CH2:9]2)[CH:7]=[CH:6][CH:5]=[CH:4][CH:3]=1.[CH3:32][O:33][C:34]1[CH:39]=[CH:38][CH:37]=[CH:36][C:35]=1[CH2:40][C:41](O)=[O:42]>>[C:26]1([C:8]2([C:2]3[CH:3]=[CH:4][CH:5]=[CH:6][CH:7]=3)[C@@H:16]3[C@@H:12]([CH2:13][N:14]([C:41](=[O:42])[CH2:40][C:35]4[CH:36]=[CH:37][CH:38]=[CH:39][C:34]=4[O:33][CH3:32])[CH2:15]3)[C@@:11]([C:18]3[CH:23]=[CH:22][CH:21]=[CH:20][C:19]=3[O:24][CH3:25])([OH:17])[CH2:10][CH2:9]2)[CH:31]=[CH:30][CH:29]=[CH:28][CH:27]=1 |f:0.1|. Procedure: By working in accordance with Example 4, starting from 1.13 g of (3aS,4S,7aS)-7,7-diphenyl-4-(2-methoxyphenyl)perhydroisoindol-4-ol hydrochloride and 0.42 g of (2-methoxyphenyl)acetic acid, 0.61 g of (3aS,4S,7aS)-7,7-diphenyl-4-(2-methoxyphenyl)-2-[(2-methoxyphenyl)acetyl]perhydroisoindol-4-ol is obtained in the form of white crystals which melt at 204° C. Starting materials: BrC=1C=C2C(=C(C(N(C2=CC1)CC)=O)C(=O)OCC)O (Ethyl 6-bromo-1-ethyl-4-hydroxy-2-oxo-1,2-dihydroquinoline-3-carboxylate), C(CCCCCCCCCCC)(=O)NN (dodecanoyl hydrazine). Yields the product BrC=1C=C2C(=C(C(N(C2=CC1)CC)=O)C(=O)NNC(CCCCCCCCCCC)=O)O (6-Bromo-N′-dodecanoyl-1-ethyl-4-hydroxy-2-oxo-1,2-dihydroquinoline-3-carbohydrazide). RXN SMILES: [Br:1][C:2]1[CH:3]=[C:4]2[C:9](=[CH:10][CH:11]=1)[N:8]([CH2:12][CH3:13])[C:7](=[O:14])[C:6]([C:15]([O:17]CC)=O)=[C:5]2[OH:20].[C:21]([NH:34][NH2:35])(=[O:33])[CH2:22][CH2:23][CH2:24][CH2:25][CH2:26][CH2:27][CH2:28][CH2:29][CH2:30][CH2:31][CH3:32]>>[Br:1][C:2]1[CH:3]=[C:4]2[C:9](=[CH:10][CH:11]=1)[N:8]([CH2:12][CH3:13])[C:7](=[O:14])[C:6]([C:15]([NH:35][NH:34][C:21](=[O:33])[CH2:22][CH2:23][CH2:24][CH2:25][CH2:26][CH2:27][CH2:28][CH2:29][CH2:30][CH2:31][CH3:32])=[O:17])=[C:5]2[OH:20]. Procedure: Reagents: Comp 36 (0.36 mmols, 0.12 g); dodecanoyl hydrazine (0.4 mmols, 0.08 g). Yield: 0.15 g (80%), white solid, m.p.=146° C.-147° C.